The task is: describe an organic reaction: reactants, conditions, products, and yield. This data is from the Open Reaction Database (ORD), a public repository of structured organic reaction records. Starting materials: FC(C(=O)OC(C(F)(F)F)=O)(F)F (Trifluoroacetic anhydride), C(C1=CC=CC=C1)OC1=C(CCC2=C(C=C(C(=O)N)C=C2)Br)C=CC=C1 (4-[2-benzyloxyphenethyl]-3-bromobenzamide), N1=CC=CC=C1 (pyridine). The solvent is C1CCOC1 (THF), C(C)(=O)OCC (ethyl acetate). Reaction conditions: time 18 hour. The product is C(C1=CC=CC=C1)OC1=C(CCC2=C(C=C(C#N)C=C2)Br)C=CC=C1 (4-[2-benzyloxyphenethyl]-3-bromobenzonitrile). The yield is 96.0%. Reaction SMILES: FC(F)(F)C(OC(=O)C(F)(F)F)=O.[CH2:14]([O:21][C:22]1[CH:39]=[CH:38][CH:37]=[CH:36][C:23]=1[CH2:24][CH2:25][C:26]1[CH:34]=[CH:33][C:29]([C:30]([NH2:32])=O)=[CH:28][C:27]=1[Br:35])[C:15]1[CH:20]=[CH:19][CH:18]=[CH:17][CH:16]=1.N1C=CC=CC=1>C1COCC1.C(OCC)(=O)C>[CH2:14]([O:21][C:22]1[CH:39]=[CH:38][CH:37]=[CH:36][C:23]=1[CH2:24][CH2:25][C:26]1[CH:34]=[CH:33][C:29]([C:30]#[N:32])=[CH:28][C:27]=1[Br:35])[C:15]1[CH:16]=[CH:17][CH:18]=[CH:19][CH:20]=1. Reported procedure: Trifluoroacetic anhydride (0.75 ml) was added to a mixture of 4-[2-benzyloxyphenethyl]-3-bromobenzamide (1.46 g) and pyridine (0.86 ml) in THF at -20° C. The mixture was stirred at ambient temperature for 18 hours, diluted with ethyl acetate and washed with water, dried (MgSO4), filtered and evaporated to dryness. The resulting residue was purified by MPLC on silica gel, eluting with CH2Cl2 to give 4-[2-benzyloxyphenethyl]-3-bromobenzonitrile as a white solid (1.34 g). The solvent is C(C)O (ethanol). Isolated yield 97.1%. Reactants: C(C)OC(=O)C=1C(=C2C(CCSC2=C(C1)C)=O)C (6-ethoxycarbonyl-5,8-dimethylthiochroman-4-one), BrBr (bromine). Run at time 1 hour. As a reaction SMILES: [CH2:1]([O:3][C:4]([C:6]1[C:7]([CH3:18])=[C:8]2[C:13](=[C:14]([CH3:16])[CH:15]=1)[S:12][CH2:11][CH2:10][C:9]2=[O:17])=[O:5])[CH3:2].[Br:19]Br>C(O)C>[Br:19][CH:10]1[C:9](=[O:17])[C:8]2[C:13](=[C:14]([CH3:16])[CH:15]=[C:6]([C:4]([O:3][CH2:1][CH3:2])=[O:5])[C:7]=2[CH3:18])[S:12][CH2:11]1. The product is BrC1CSC2=C(C=C(C(=C2C1=O)C)C(=O)OCC)C (3-bromo-6-ethoxycarbonyl-5,8-dimethylthiochroman-4-one). Reported procedure: 1.9 Grams (7.2 mmol) of 6-ethoxycarbonyl-5,8-dimethylthiochroman-4-one was dissolved in 28 ml of ethanol. Then, 1.2 g (7.5 mmol) of bromine was dropwise added with an ice bath cooling, and the mixture was stirred at the same temperature for 1 hour, then the ice bath was removed and further stirred for 1 hour. Water was added to the reaction mixture, and the reaction mixture was extracted with chloroform three times. An organic layer was washed with a saturated sodium chloride aqueous solution th... Starting materials: CCN=C=NCCCN(C)C, CC#N, Cl, O=C(O)c1ccc(F)c2ccccc12, NC(Cc1ccc(C(F)(F)F)cc1)C(O)c1ccc(Oc2ccccc2)cc1, O, On1nnc2ccccc21. The product is O=C(NC(Cc1ccc(C(F)(F)F)cc1)C(O)c1ccc(Oc2ccccc2)cc1)c1ccc(F)c2ccccc12. Reaction SMILES: [CH2:44]([N:45]=[C:46]=[N:47][CH2:48][CH2:49][CH2:50][N:51]([CH3:52])[CH3:53])[CH3:54].[CH3:65][C:66]#[N:67].[ClH:43].[F:29][c:30]1[cH:31][cH:32][c:33]([C:40](=[O:41])[OH:42])[c:34]2[cH:35][cH:36][cH:37][cH:38][c:39]12.[NH2:1][CH:2]([CH:3]([OH:4])[c:5]1[cH:6][cH:7][c:8]([O:11][c:12]2[cH:13][cH:14][cH:15][cH:16][cH:17]2)[cH:9][cH:10]1)[CH2:18][c:19]1[cH:20][cH:21][c:22]([C:25]([F:26])([F:27])[F:28])[cH:23][cH:24]1.[OH2:68].[OH:55][n:56]1[c:57]2[cH:58][cH:59][cH:60][cH:61][c:62]2[n:63][n:64]1>>[NH:1]([CH:2]([CH:3]([OH:4])[c:5]1[cH:6][cH:7][c:8]([O:11][c:12]2[cH:13][cH:14][cH:15][cH:16][cH:17]2)[cH:9][cH:10]1)[CH2:18][c:19]1[cH:20][cH:21][c:22]([C:25]([F:26])([F:27])[F:28])[cH:23][cH:24]1)[C:40]([c:33]1[cH:32][cH:31][c:30]([F:29])[c:39]2[c:34]1[cH:35][cH:36][cH:37][cH:38]2)=[O:41]. The reactants are C=O (formaldehyde), C([O-])([O-])=O.[K+].[K+] (potassium carbonate), COC(=O)C1(C(C(CC1)C)=O)CC1=CC=C(C=C1)Cl (1-(4-chlorobenzyl)-3-methyl-2-oxocyclopentanecarboxylic acid methyl ester), resultant mixture. The solvent is O (water). The product is COC(=O)C1(C(C(CC1)(C)CO)=O)CC1=CC=C(C=C1)Cl (1-(4-chlorobenzyl)-3-hydroxymethyl-3-methyl-2-oxocyclopentanecarboxylic acid methyl ester). Reaction SMILES: C=O.[C:3](=O)([O-])[O-:4].[K+].[K+].[CH3:9][O:10][C:11]([C:13]1([CH2:20][C:21]2[CH:26]=[CH:25][C:24]([Cl:27])=[CH:23][CH:22]=2)[CH2:17][CH2:16][CH:15]([CH3:18])[C:14]1=[O:19])=[O:12]>O>[CH3:9][O:10][C:11]([C:13]1([CH2:20][C:21]2[CH:22]=[CH:23][C:24]([Cl:27])=[CH:25][CH:26]=2)[CH2:17][CH2:16][C:15]([CH2:3][OH:4])([CH3:18])[C:14]1=[O:19])=[O:12] |f:1.2.3|. Reported procedure: A 37% formaldehyde aqueous solution (0.90 ml) and potassium carbonate (2.00 mmol) were added to 1-(4-chlorobenzyl)-3-methyl-2-oxocyclopentanecarboxylic acid methyl ester (Compound VIII-1) (4.00 mmol), and the resultant mixture was stirred at room temperature for 4 hours. After the reaction, water was added to the resultant reaction solution, and the solution was extracted with ethyl acetate. The organic layer was washed with saturated brine, and thereafter dried over anhydrous sodium sulfate. Th... The product is C(C)(C)[N-]C(C)C.[Li+] (Lithium diisopropylamide), FC1=C(C=CC(=C1)F)C1(OC1)C(C)C1=CC=NC=C1 (2-(2,4-Difluorophenyl)-2-(1-[pyridin-4-yl]ethyl)oxirane). RXN SMILES: C([Li:5])CCC.[CH:6]([NH:9][CH:10]([CH3:12])[CH3:11])([CH3:8])[CH3:7].[CH2:13]([C:15]1[CH:20]=[CH:19][N:18]=[CH:17][CH:16]=1)[CH3:14].Cl[CH2:22][C:23]([C:25]1[CH:30]=[CH:29][C:28]([F:31])=[CH:27][C:26]=1[F:32])=[O:24]>CCCCCC.O1CCCC1>[CH:6]([N-:9][CH:10]([CH3:12])[CH3:11])([CH3:8])[CH3:7].[Li+:5].[F:32][C:26]1[CH:27]=[C:28]([F:31])[CH:29]=[CH:30][C:25]=1[C:23]1([CH:13]([C:15]2[CH:20]=[CH:19][N:18]=[CH:17][CH:16]=2)[CH3:14])[CH2:22][O:24]1 |f:6.7|. Procedure: Lithium diisopropylamide was prepared by addition of n-butyllithium (19.7 ml of a 1.6M solution in hexane) to a solution of diisopropylamine (3.18 g) in dry tetrahydrofuran (50 ml), and the resulting solution was treated successively with 4-ethylpyridine (3.37 g) and a solution of 2-chloro-2',4'-difluoroacetophenone (5.00 g) in dry tetrahydrofuran (50 ml) according to the method of Example 1(i). Work-up of the reaction mixture as before afforded the title compound (1.05 g) as a yellow oil which ... The reactants are C(C)C1=CC=NC=C1 (4-ethylpyridine), C(CCC)[Li] (n-butyllithium), solution, C(C)(C)NC(C)C (diisopropylamine), ClCC(=O)C1=C(C=C(C=C1)F)F (2-chloro-2',4'-difluoroacetophenone). Run in O1CCCC1 (tetrahydrofuran), CCCCCC (hexane), O1CCCC1 (tetrahydrofuran). Reactants: CCO, CP(C)(=O)CN1CCN(Cc2ccc([N+](=O)[O-])cc2C(F)(F)F)CC1, [Pd]. The product is CP(C)(=O)CN1CCN(Cc2ccc(N)cc2C(F)(F)F)CC1. RXN SMILES: [CH2:26]([OH:27])[CH3:28].[CH3:1][P:2](=[O:3])([CH3:4])[CH2:5][N:6]1[CH2:7][CH2:8][N:9]([CH2:12][c:13]2[c:14]([C:22]([F:23])([F:24])[F:25])[cH:15][c:16]([N+:19]([O-:20])=[O:21])[cH:17][cH:18]2)[CH2:10][CH2:11]1.[Pd:29]>>[CH3:1][P:2](=[O:3])([CH3:4])[CH2:5][N:6]1[CH2:7][CH2:8][N:9]([CH2:12][c:13]2[c:14]([C:22]([F:23])([F:24])[F:25])[cH:15][c:16]([NH2:19])[cH:17][cH:18]2)[CH2:10][CH2:11]1. The reactants are OC1CCNC1, O=C(O)c1cccc(CONC(=O)c2ccccc2NCc2ccncc2)c1. Product: O=C(NOCc1cccc(C(=O)N2CCC(O)C2)c1)c1ccccc1NCc1ccncc1. RXN SMILES: [NH:29]1[CH2:30][CH:31]([OH:34])[CH2:32][CH2:33]1.[n:1]1[cH:2][cH:3][c:4]([CH2:7][NH:8][c:9]2[c:10]([C:11](=[O:12])[NH:13][O:14][CH2:15][c:16]3[cH:17][c:18]([C:19](=[O:20])[OH:21])[cH:22][cH:23][cH:24]3)[cH:25][cH:26][cH:27][cH:28]2)[cH:5][cH:6]1>>[n:1]1[cH:2][cH:3][c:4]([CH2:7][NH:8][c:9]2[c:10]([C:11](=[O:12])[NH:13][O:14][CH2:15][c:16]3[cH:17][c:18]([C:19](=[O:20])[N:29]4[CH2:30][CH:31]([OH:34])[CH2:32][CH2:33]4)[cH:22][cH:23][cH:24]3)[cH:25][cH:26][cH:27][cH:28]2)[cH:5][cH:6]1.